Task: describe an organic reaction: reactants, conditions, products, and yield. Dataset: the Open Reaction Database (ORD), a public repository of structured organic reaction records Reactants: ClC1=CC=C(C=C1)N1CCNCC1 (1-(4-chlorophenyl)piperazine), N=1NC(=C2CCCCC12)CCC(=O)O (3-(4,5,6,7-tetrahydro-2H-indazol-3-yl)propionic acid), ClC1=CC=C(C=C1)C1CCNCC1 (4-(4-chlorophenyl)piperidine). Yields the product ClC1=CC=C(C=C1)N1CCN(CC1)CCCC=1N(N=C2CCCCC12)C (3-(3-(4-(4chlorophenyl)piperazin-1-yl)propyl)-4,5,6,7-tetrahydro-2-methyl-2H-indazole). Reaction SMILES: [Cl:1][C:2]1[CH:7]=[CH:6][C:5]([N:8]2[CH2:13][CH2:12][NH:11][CH2:10][CH2:9]2)=[CH:4][CH:3]=1.[N:14]1[NH:15][C:16]([CH2:23][CH2:24][C:25](O)=O)=[C:17]2[C:22]=1[CH2:21][CH2:20][CH2:19][CH2:18]2.Cl[C:29]1C=CC(C2CCNCC2)=CC=1>>[Cl:1][C:2]1[CH:3]=[CH:4][C:5]([N:8]2[CH2:13][CH2:12][N:11]([CH2:25][CH2:24][CH2:23][C:16]3[N:15]([CH3:29])[N:14]=[C:22]4[C:17]=3[CH2:18][CH2:19][CH2:20][CH2:21]4)[CH2:10][CH2:9]2)=[CH:6][CH:7]=1. Reported procedure: In the same manner as in Example 102 except that 3-(4,5,6,7-tetrahydro-2-methyl-2H-indazol-3-yl)propionic acid obtained in Staring Material Synthesis Example 9 and 1-(4-chlorophenyl)piperazine were used instead of 3-(4,5,6,7-tetrahydro-2H-indazol-3-yl)propionic acid obtained in Starting Material Synthesis Example 1 and 4-(4-chlorophenyl)piperidine, 3-(3-(4-(4chlorophenyl)piperazin-1-yl)propyl)-4,5,6,7-tetrahydro-2-methyl-2H-indazole was obtained. Starting materials: C(C)(=O)OC1(C(C(C=C1)=O)CC=C)C (3-acetoxy-2-allyl-3-methyl-4-cyclopentenone), C(CC)(=O)[O-].[Na+] (sodium propionate). Run in C(CC)(=O)O (propionic acid), C(CC)(=O)O (propionic acid). Run at time 6 hour. Product: C(C=C)C=1C(CC(C1C)OC(CC)=O)=O (2-allyl-4-propionyloxy-3-methyl-2-cyclopentenone). The yield is 148.5%. RXN SMILES: C(O[C:5]1([CH3:14])[CH:9]=[CH:8][C:7](=[O:10])[CH:6]1[CH2:11][CH:12]=[CH2:13])(=O)C.[C:15]([O-:19])(=[O:18])[CH2:16][CH3:17].[Na+]>C(O)(=O)CC>[CH2:11]([C:6]1[C:7](=[O:10])[CH2:8][CH:9]([O:19][C:15](=[O:18])[CH2:16][CH3:17])[C:5]=1[CH3:14])[CH:12]=[CH2:13] |f:1.2|. Procedure: In the same apparatus as in Example 1, 3-acetoxy-2-allyl-3-methyl-4-cyclopentenone (19.4 g), propionic acid (70 ml) and sodium propionate (5 g) were charged and agitated at 110° to 120° C. for 6 hours. After the completion of the reaction, propionic acid was evaporated off under reduced pressure. The residue was extracted with toluene (70 ml) and water (40 ml) and treated as in Example 1 to obtain 2-allyl-4-propionyloxy-3-methyl-2-cyclopentenone (16.1 g). Yield, 83%. B.P., 115°-120° C./0.1-0.2 m... Starting materials: C(C)(C)(C)OC(=O)N1C(CCCC1)CN ((RS)-2-aminomethyl-piperidine-1-carboxylic acid tert-butyl ester), CSC=1OC2=C(N1)N=CC=C2 (2-methylthio-4-azabenzoxazole). The product is C(C)(C)(C)OC(=O)N1C(CCCC1)CNC=1OC2=C(N1)N=CC=C2 ((RS) 2-(4-Azabenzooxazol-2-ylaminomethyl)-piperidine-1-carboxylic acid tert butyl ester). As a reaction SMILES: [C:1]([O:5][C:6]([N:8]1[CH2:13][CH2:12][CH2:11][CH2:10][CH:9]1[CH2:14][NH2:15])=[O:7])([CH3:4])([CH3:3])[CH3:2].CS[C:18]1[O:19][C:20]2[CH:26]=[CH:25][CH:24]=[N:23][C:21]=2[N:22]=1>>[C:1]([O:5][C:6]([N:8]1[CH2:13][CH2:12][CH2:11][CH2:10][CH:9]1[CH2:14][NH:15][C:18]1[O:19][C:20]2[CH:26]=[CH:25][CH:24]=[N:23][C:21]=2[N:22]=1)=[O:7])([CH3:4])([CH3:3])[CH3:2]. Procedure details: The title compound (0.7 g) was prepared from (RS)-2-aminomethyl-piperidine-1-carboxylic acid tert-butyl ester (0.64 g) and 2-methylthio-4-azabenzoxazole Chu-Moyer et al J. Org. Chem. (1995), 60(17), 5721-5. (0.5 g) according to the method of D30. Reactants: CC=1N=C(SC1C(=O)OCC)C1=CC(=CC=C1)C(F)(F)F (ethyl 4-methyl-2-[3-(trifluoromethyl)phenyl]-1,3-thiazole-5-carboxylate), [Cl-].[Ca+2].[Cl-] (calcium chloride), [BH4-].[Na+] (sodium tetrahydroborate), Cl (Hydrochloric acid). Run in C(C)O.O1CCCC1 (ethanol tetrahydrofuran). Run at time 8 hour. Yields the product CC=1N=C(SC1CO)C1=CC(=CC=C1)C(F)(F)F ({4-methyl-2-[3-(trifluoromethyl)phenyl]-1,3-thiazol-5-yl}methanol). The yield is 48.8%. RXN SMILES: [CH3:1][C:2]1[N:3]=[C:4]([C:12]2[CH:17]=[CH:16][CH:15]=[C:14]([C:18]([F:21])([F:20])[F:19])[CH:13]=2)[S:5][C:6]=1[C:7](OCC)=[O:8].[Cl-].[Ca+2].[Cl-].[BH4-].[Na+].Cl>C(O)C.O1CCCC1>[CH3:1][C:2]1[N:3]=[C:4]([C:12]2[CH:17]=[CH:16][CH:15]=[C:14]([C:18]([F:21])([F:19])[F:20])[CH:13]=2)[S:5][C:6]=1[CH2:7][OH:8] |f:1.2.3,4.5,7.8|. Procedure details: Under a nitrogen atmosphere at 0° C., to a mixed solution of the compound (380 mg, 1.2 mmol) obtained in Example 70a in ethanol/tetrahydrofuran (v/v=1/1, 6 mL) were added calcium chloride (500 mg, 4.5 mmol) and sodium tetrahydroborate (170 mg, 4.5 mmol), and the mixture was stirred at room temperature overnight. 1N Hydrochloric acid was added to the reaction mixture, and the mixture was extracted with ethyl acetate. The obtained organic layer was washed with saturated brine, and dried over anhyd... Yield: 56.0%. Reaction SMILES: [Cl:1][C:2]1[CH:7]=[C:6]([Cl:8])[C:5]([C:9]([OH:11])=[O:10])=[CH:4][C:3]=1[S:12]([OH:14])=[O:13].O.[OH-].[Na+].[CH3:18]I>CO>[Cl:8][C:6]1[CH:7]=[C:2]([Cl:1])[C:3]([S:12]([CH3:18])(=[O:14])=[O:13])=[CH:4][C:5]=1[C:9]([OH:11])=[O:10] |f:2.3|. Procedure: The product of Step A is placed in a three-liter flask to which is added water (300 ml.), methanol (500 ml.) sufficient 10N sodium hydroxide to attain a pH of 9 and methyl iodide (520 g.; 3.66 moles). The reaction mixture is refluxed for 36 hours with the occasional addition of 10N sodium hydroxide to maintain pH 9. The alcohol is distilled at reduced pressure and the reaction solution is acidified with hydrochloric acid. The product is filtered, washed with water, dried and recrystallized from ... Run in CO (methanol). The reactants are O (water), [OH-].[Na+] (sodium hydroxide), ClC1=C(C=C(C(=C1)Cl)C(=O)O)S(=O)O (2,4-dichloro-5-carboxybenzenesulfinic acid), CI (methyl iodide), [OH-].[Na+] (sodium hydroxide). Product: ClC1=C(C(=O)O)C=C(C(=C1)Cl)S(=O)(=O)C (2,4-dichloro-5-methylsulfonylbenzoic acid). Starting materials: C(C)(C)(C)OC(=O)N1C(CCC1)C=1NC(=CN1)C=1C=CC2=C(COC3=CC(=CC=C23)Br)C1 (2-[5-(3-Bromo-6H-benzo[c]chromen-8-yl)-1H-imidazol-2-yl]-pyrrolidine-1-carboxylic acid tert-butyl ester), C(C)(C)(C)OC(=O)N1C(CCC1)C(=O)OCC(=O)C=1C=CC2=C(COC3=CC(=CC=C23)Br)C1 (Pyrrolidine-1,2-dicarboxylic acid 2-[2-(3-bromo-6H-benzo[c]chromen-8-yl)-2-oxo-ethyl]ester 1-tert-butyl ester), C(C)(=O)[O-].[NH4+] (ammonium acetate). The solvent is C=1(C(=CC=CC1)C)C (xylene). Reaction conditions: temperature 140 celsius. The product is C(C)(C)(C)OC(=O)N1CCCC1 (pyrrolidine-1-carboxylic acid tert-butyl ester). RXN SMILES: [C:1]([O:5][C:6]([N:8]1[CH2:12][CH2:11][CH2:10][CH:9]1C1NC(C2C=CC3C4C(=CC(Br)=CC=4)OCC=3C=2)=CN=1)=[O:7])([CH3:4])([CH3:3])[CH3:2].C(OC(N1CCCC1C(OCC(C1C=CC2C3C(=CC(Br)=CC=3)OCC=2C=1)=O)=O)=O)(C)(C)C.C([O-])(=O)C.[NH4+]>C1(C)C(C)=CC=CC=1>[C:1]([O:5][C:6]([N:8]1[CH2:12][CH2:11][CH2:10][CH2:9]1)=[O:7])([CH3:4])([CH3:2])[CH3:3] |f:2.3|. Procedure: The solution of 3-Methyl-4-(4,4,5,5-tetramethyl-[1,3,2]dioxaborolan-2-yl)-benzoic acid methyl ester (3.71 g, 13.4 mmol), NBS (2.39 g, 13.4 mmol), and AIBN (235 mg) in CCl4 (20 ml) was heated at 80° C. for 14 hours. The mixture was cooled to 25° C., and was filtered and washed with CCl4. The solution was concentrated under reduced pressure, and was diluted with EtOAc. The solution was washed with water and brine and was dried with Na2SO4. Concentration gave 3-Bromomethyl-4-(4,4,5,5-tetramethyl-[1... The reactants are O=CCCCOCc1ccccc1, COC(=O)CCC[N+](=O)[O-], CCOC(C)=O. Product: COC(=O)CCC(C(O)CCCOCc1ccccc1)[N+](=O)[O-]. RXN SMILES: [CH2:1]([c:2]1[cH:3][cH:4][cH:5][cH:6][cH:7]1)[O:8][CH2:9][CH2:10][CH2:11][CH:12]=[O:13].[CH3:14][O:15][C:16]([CH2:17][CH2:18][CH2:19][N+:20](=[O:21])[O-:22])=[O:23].[CH3:24][CH2:25][O:26][C:27]([CH3:28])=[O:29]>>[CH2:1]([c:2]1[cH:3][cH:4][cH:5][cH:6][cH:7]1)[O:8][CH2:9][CH2:10][CH2:11][CH:12]([OH:13])[CH:19]([CH2:18][CH2:17][C:16]([O:15][CH3:14])=[O:23])[N+:20](=[O:21])[O-:22]. Starting materials: CN, O=S1(=O)N(CCCCl)Cc2ccccc2N1c1ccccc1, C1CCOC1. The product is CNCCCN1Cc2ccccc2N(c2ccccc2)S1(=O)=O, Cl. RXN SMILES: [CH3:23][NH2:24].[Cl:1][CH2:2][CH2:3][CH2:4][N:5]1[S:6](=[O:21])(=[O:22])[N:7]([c:15]2[cH:16][cH:17][cH:18][cH:19][cH:20]2)[c:8]2[c:9]([cH:11][cH:12][cH:13][cH:14]2)[CH2:10]1.[O:25]1[CH2:26][CH2:27][CH2:28][CH2:29]1>>[CH2:2]([CH2:3][CH2:4][N:5]1[S:6](=[O:21])(=[O:22])[N:7]([c:15]2[cH:16][cH:17][cH:18][cH:19][cH:20]2)[c:8]2[c:9]([cH:11][cH:12][cH:13][cH:14]2)[CH2:10]1)[NH:24][CH3:23].[ClH:1]. The product is C(C)OC(=O)C1=CC=C(C=C1)N(N)C(=O)OC(C)(C)C (tert-butyl 1-[4-(ethoxycarbonyl)phenyl]hydrazinecarboxylate). Procedure details: Ethyl 4-bromobenzoate (25.0 g), tert-butyl hydrazinecarboxylate (28.8 g), tris(dibenzylideneacetone)dipalladium(0) (1.00 g), 1,1′-bis(diphenylphosphino)ferrocene (1.82 g) and cesium carbonate (35.6 g) were added to toluene (220 ml) under an argon atmosphere, and the mixture was stirred at 100° C. for 18 hr. The reaction mixture was filtered through celite, and the residue was washed with dichloromethane. The filtrate was concentrated under reduced pressure and the residue was purified by silica ... Starting materials: BrC1=CC=C(C(=O)OCC)C=C1 (Ethyl 4-bromobenzoate), N(N)C(=O)OC(C)(C)C (tert-butyl hydrazinecarboxylate), C([O-])([O-])=O.[Cs+].[Cs+] (cesium carbonate). Reagents/catalysts: C=1C=CC(=CC1)/C=C/C(=O)/C=C/C2=CC=CC=C2.C=1C=CC(=CC1)/C=C/C(=O)/C=C/C2=CC=CC=C2.C=1C=CC(=CC1)/C=C/C(=O)/C=C/C2=CC=CC=C2.[Pd].[Pd] (tris(dibenzylideneacetone)dipalladium(0)), C1(=CC=CC=C1)P([C-]1C=CC=C1)C1=CC=CC=C1.[C-]1(C=CC=C1)P(C1=CC=CC=C1)C1=CC=CC=C1.[Fe+2] (1,1′-bis(diphenylphosphino)ferrocene). Reaction conditions: temperature 100 celsius, time 18 hour. Reaction SMILES: Br[C:2]1[CH:12]=[CH:11][C:5]([C:6]([O:8][CH2:9][CH3:10])=[O:7])=[CH:4][CH:3]=1.[NH:13]([C:15]([O:17][C:18]([CH3:21])([CH3:20])[CH3:19])=[O:16])[NH2:14].C(=O)([O-])[O-].[Cs+].[Cs+]>C1C=CC(/C=C/C(/C=C/C2C=CC=CC=2)=O)=CC=1.C1C=CC(/C=C/C(/C=C/C2C=CC=CC=2)=O)=CC=1.C1C=CC(/C=C/C(/C=C/C2C=CC=CC=2)=O)=CC=1.[Pd].[Pd].C1(P(C2C=CC=CC=2)[C-]2C=CC=C2)C=CC=CC=1.[C-]1(P(C2C=CC=CC=2)C2C=CC=CC=2)C=CC=C1.[Fe+2].C1(C)C=CC=CC=1>[CH2:9]([O:8][C:6]([C:5]1[CH:11]=[CH:12][C:2]([N:13]([C:15]([O:17][C:18]([CH3:21])([CH3:20])[CH3:19])=[O:16])[NH2:14])=[CH:3][CH:4]=1)=[O:7])[CH3:10] |f:2.3.4,5.6.7.8.9,10.11.12|. The yield is 97.7%. The solvent is C1(=CC=CC=C1)C (toluene). Reactants: IC (iodomethane), C(=O)C=1C=C(C(=O)O)C=CC1 (3-Formylbenzoic acid), CO (methanol), C(=O)([O-])[O-].[Cs+].[Cs+] (Cs2CO3). The solvent is O (water), O (water). Run at time 18 hour. Product: C(=O)C=1C=C(C(=O)OC)C=CC1 (methyl 3-formylbenzoate). Yield: 164.6%. RXN SMILES: [CH:1]([C:3]1[CH:4]=[C:5]([CH:9]=[CH:10][CH:11]=1)[C:6]([OH:8])=[O:7])=[O:2].CO.[C:14]([O-])([O-])=O.[Cs+].[Cs+].IC>O>[CH:1]([C:3]1[CH:4]=[C:5]([CH:9]=[CH:10][CH:11]=1)[C:6]([O:8][CH3:14])=[O:7])=[O:2] |f:2.3.4|. Reported procedure: 3-Formylbenzoic acid (3.11 g, 20.7 mmol, Aldrich) in 10:1 methanol:water (110 mL) was treated with Cs2CO3 (3.11 g, 10.4 mmol). After stirring 18 hours, the solvent was evaporated under reduced pressure and the residue was dried under reduced pressure at 60° C. The residue was suspended in DMF (40 mL) and treated with iodomethane (2.58 mL, 41.4 mmol). After stirring at ambient temperature 2 hours, the mixture was poured into water and extracted with diethyl ether. The ether extracts were combined...